This data is from the Open Reaction Database (ORD), a public repository of structured organic reaction records. The task is: describe an organic reaction: reactants, conditions, products, and yield Starting materials: C(CN)N (Ethylene diamine), ClC1=C(C=C(C=C1)[N+](=O)[O-])OC (2-chloro-5-nitroanisole). Product: [N+](=O)([O-])C1=CC(=C(NCCN)C=C1)OC (4-nitro-2-methoxy-N-(β-aminoethyl)aniline). RXN SMILES: [CH2:1]([NH2:4])[CH2:2][NH2:3].Cl[C:6]1[CH:11]=[CH:10][C:9]([N+:12]([O-:14])=[O:13])=[CH:8][C:7]=1[O:15][CH3:16]>>[N+:12]([C:9]1[CH:10]=[CH:11][C:6]([NH:3][CH2:2][CH2:1][NH2:4])=[C:7]([O:15][CH3:16])[CH:8]=1)([O-:14])=[O:13]. Procedure details: Ethylene diamine is reacted with 2-chloro-5-nitroanisole to form 4-nitro-2-methoxy-N-(β-aminoethyl)aniline which is isolated in the form of its monohydrochloride. This monohydrochloride is reacted with potassium isocyanate to form 4-nitro-2-methoxy-N-(β-ureidoethyl) aniline which is reduced by a sodium hydrosulfite solution to 4-amino-2-methoxy-N-(β-ureidoethyl) aniline. Starting materials: O=C([O-])[O-], CCCCCC1CCC(CC=O)CC1, CCOCC, [K+], [K+], NC1CCCCC1. Yields the product CCCCCC1CCC(CC=NC2CCCCC2)CC1. RXN SMILES: [C:22](=[O:23])([O-:24])[O-:25].[CH2:1]([CH2:2][CH2:3][CH2:4][CH3:5])[CH:6]1[CH2:7][CH2:8][CH:9]([CH2:12][CH:13]=[O:14])[CH2:10][CH2:11]1.[CH3:28][CH2:29][O:30][CH2:31][CH3:32].[K+:26].[K+:27].[NH2:15][CH:16]1[CH2:17][CH2:18][CH2:19][CH2:20][CH2:21]1>>[CH2:1]([CH2:2][CH2:3][CH2:4][CH3:5])[CH:6]1[CH2:7][CH2:8][CH:9]([CH2:12][CH:13]=[N:15][CH:16]2[CH2:17][CH2:18][CH2:19][CH2:20][CH2:21]2)[CH2:10][CH2:11]1. Starting materials: [BH4-].[Na+] (sodium borohydride), BrC1=CC(=C(C(=O)O)C=C1)Cl (4-Bromo-2-chlorobenzoic acid), CN1CCOCC1 (N-methylmorpholine), ClC(=O)OC(C(C)C)=O (Isobutyryl choroformate). The solvent is O (water), O1CCCC1 (tetrahydrofuran). Reaction conditions: temperature -15 celsius, time 10 minute. Yields the product BrC1=CC(=C(C=C1)CO)Cl ((4-Bromo-2-chlorophenyl)methanol). Reported procedure: 4-Bromo-2-chlorobenzoic acid (14, 92.0 g, 0.39 mol) was dissolved in dry tetrahydrofuran (920 mL) and cooled to −15° C. Isobutyryl choroformate (51.0 mL, 0.39 mol) was added followed by N-methylmorpholine (43.5 mL, 0.39 mol). The resulting mixture was stirred for 10 minutes at −15° C., cooled to −25° C. and the precipitated N-methylmorpholine hydrochloride salt was filtered off. The filtrate was warmed to −5° C. and a solution of sodium borohydride (22.19 g, 0.586 mol) in water (190 mL) was adde... Isolated yield 100.0%. As a reaction SMILES: [Br:1][C:2]1[CH:10]=[CH:9][C:5]([C:6](O)=[O:7])=[C:4]([Cl:11])[CH:3]=1.ClC(OC(=O)C(C)C)=O.CN1CCOCC1.[BH4-].[Na+]>O1CCCC1.O>[Br:1][C:2]1[CH:10]=[CH:9][C:5]([CH2:6][OH:7])=[C:4]([Cl:11])[CH:3]=1 |f:3.4|. Starting materials: COC(=O)C1=CC=C(O1)C=1C2=C(N(N1)C1=CC=CC=C1)C=C[Se]2 (3-(5-Methoxycarbonyl-2-furyl)-1-phenylselenolo[3,2-c]-pyrazole), C(C)(=O)OCC (ethyl acetate), CCCCCC (n-hexane). The solvent is O (water). Yields the product OCC1=CC=C(O1)C=1C2=C(N(N1)C1=CC=CC=C1)C=C[Se]2 (3-(5-Hydroxymethyl-2-furyl)-1-phenylselenolo[3,2-c]pyrazole). The yield is 72.0%. As a reaction SMILES: C[O:2][C:3]([C:5]1[O:9][C:8]([C:10]2[C:11]3[Se:23][CH:22]=[CH:21][C:12]=3[N:13]([C:15]3[CH:20]=[CH:19][CH:18]=[CH:17][CH:16]=3)[N:14]=2)=[CH:7][CH:6]=1)=O.C(OCC)(=O)C.CCCCCC>O>[OH:2][CH2:3][C:5]1[O:9][C:8]([C:10]2[C:11]3[Se:23][CH:22]=[CH:21][C:12]=3[N:13]([C:15]3[CH:20]=[CH:19][CH:18]=[CH:17][CH:16]=3)[N:14]=2)=[CH:7][CH:6]=1. Procedure: 7.5 g (0.068 mole) of granular anhydrous calcium chloride, 5.0 g (0.132 mole) of sodium brorhydride and 100 ml of anhydrous THF were reacted at room temperature for 4 h to form a white dispersion of calcium borohydride (Ca(BH4)2). To the dispersion compound 34 (3 g, 0.008 mole) was added and was reduced by heating under refluxing for 24 h. The progress of the reduction reaction was monitored by TLC with ethyl acetate (EA):n-hexane=3:2. When the reaction was completed, the reaction mixture was co...